This data is from the Open Reaction Database (ORD), a public repository of structured organic reaction records. The task is: describe an organic reaction: reactants, conditions, products, and yield Reactants: C(#N)[C@]12CCC=3[C@@H]4CC[C@H]([C@@H](CC5CCCCC5)C)[C@]4(CCC3[C@]2(CCC(C1)=O)C)C ((20R)-5-cyano-21-cyclohexyl-20-methyl-5α-pregn-8-en-3-one), [BH4-].[Na+] (sodium borohydride). Yields the product C(#N)[C@]12CCC=3[C@@H]4CC[C@H]([C@@H](CC5CCCCC5)C)[C@]4(CCC3[C@]2(CC[C@@H](C1)O)C)C ((20R)-5-cyano-21-cyclohexyl-20-methyl-5α-pregn-8-en-3β-ol), C(#N)[C@]12CCC=3[C@@H]4CC[C@H]([C@@H](CC5CCCCC5)C)[C@]4(CCC3[C@]2(CC[C@H](C1)O)C)C ((20R)-5-cyano-21-cyclohexyl-20-methyl-5α-pregn-8-en-3α-ol). RXN SMILES: [C:1]([C@:3]12[CH2:28][C:27](=[O:29])[CH2:26][CH2:25][C@:24]1([CH3:30])[C:23]1[CH2:22][CH2:21][C@@:20]3([CH3:31])[C@@H:7]([CH2:8][CH2:9][C@@H:10]3[C@H:11]([CH3:19])[CH2:12][CH:13]3[CH2:18][CH2:17][CH2:16][CH2:15][CH2:14]3)[C:6]=1[CH2:5][CH2:4]2)#[N:2].[BH4-].[Na+]>>[C:1]([C@:3]12[CH2:28][C@@H:27]([OH:29])[CH2:26][CH2:25][C@:24]1([CH3:30])[C:23]1[CH2:22][CH2:21][C@@:20]3([CH3:31])[C@@H:7]([CH2:8][CH2:9][C@@H:10]3[C@H:11]([CH3:19])[CH2:12][CH:13]3[CH2:14][CH2:15][CH2:16][CH2:17][CH2:18]3)[C:6]=1[CH2:5][CH2:4]2)#[N:2].[C:1]([C@:3]12[CH2:28][C@H:27]([OH:29])[CH2:26][CH2:25][C@:24]1([CH3:30])[C:23]1[CH2:22][CH2:21][C@@:20]3([CH3:31])[C@@H:7]([CH2:8][CH2:9][C@@H:10]3[C@H:11]([CH3:19])[CH2:12][CH:13]3[CH2:14][CH2:15][CH2:16][CH2:17][CH2:18]3)[C:6]=1[CH2:5][CH2:4]2)#[N:2] |f:1.2|. Reported procedure: 90 mg (20R)-5-cyano-21-cyclohexyl-20-methyl-5α-pregn-8-en-3-one were treated with 33 mg sodium borohydride as described in example 58b. After column chromatography, 15 mg (20R)-5-cyano-21-cyclohexyl-20-methyl-5α-pregn-8-en-3β-ol and 25 mg (20R)-5-cyano-21-cyclohexyl-20-methyl-5α-pregn-8-en-3α-ol were isolated.